From a dataset of the Open Reaction Database (ORD), a public repository of structured organic reaction records. describe an organic reaction: reactants, conditions, products, and yield The reactants are OCCNCCO (bis-(2-hydroxyethyl)amine), BrC(C(=O)OC)C(C)C (methyl 2-bromoisovalerate), OC(CNCC(CO)O)CO (bis-(2,3-dihydroxypropyl)amine), BrCC(=O)OC (methyl bromoacetate). Yields the product OC(CN(CC(CO)O)C(C(=O)O)C(C)C)CO (2-[N,N-bis-(2,3-dihydroxypropyl)amino]isovaleric acid). RXN SMILES: OCCNCCO.[OH:8][CH:9]([CH2:17][OH:18])[CH2:10][NH:11][CH2:12][CH:13]([OH:16])[CH2:14][OH:15].BrCC(OC)=O.Br[CH:26]([CH:31]([CH3:33])[CH3:32])[C:27]([O:29]C)=[O:28]>>[OH:16][CH:13]([CH2:14][OH:15])[CH2:12][N:11]([CH:26]([CH:31]([CH3:33])[CH3:32])[C:27]([OH:29])=[O:28])[CH2:10][CH:9]([OH:8])[CH2:17][OH:18]. Procedure details: By conducting the procedure described in Example 1, except that the bis-(2-hydroxyethyl)amine is replaced by an equimolar quantity of bis-(2,3-dihydroxypropyl)amine and the methyl bromoacetate is replaced by an equimolar quantity of methyl 2-bromoisovalerate, there is obtained 2-[N,N-bis-(2,3-dihydroxypropyl)amino]isovaleric acid. Reactants: ClC1=C(C(=C(C=C1F)F)Cl)O (2,6-dichloro-3,5-difluorophenol), C(C)(=O)O (acetic acid), [N+](=O)(O)[O-] (nitric acid). Solvent: ClCCl (dichloromethane). Reaction conditions: time 2 hour. The product is ClC1=C(C(=C(C(=C1F)[N+](=O)[O-])F)Cl)O (2,6-Dichloro-3,5-difluoro-4-nitro-phenol). Reaction SMILES: [Cl:1][C:2]1[C:7]([F:8])=[CH:6][C:5]([F:9])=[C:4]([Cl:10])[C:3]=1[OH:11].C(O)(=O)C.[N+:16]([O-])([OH:18])=[O:17]>ClCCl>[Cl:1][C:2]1[C:7]([F:8])=[C:6]([N+:16]([O-:18])=[O:17])[C:5]([F:9])=[C:4]([Cl:10])[C:3]=1[OH:11]. Procedure: 20 g of 2,6-dichloro-3,5-difluorophenol are introduced into 70 ml of acetic acid, and 8 g of 98% strength nitric acid are added dropwise. The mixture is subsequently stirred for a further 2 hours at room temperature and taken up in 150 ml of dichloromethane, and the solution is washed twice with water. After removing the dichloromethane by distillation, 18 g of product remain. 94% purity according to GC analysis. Reported procedure: A 0.27 M solution of carbamate from Step 1 in 4N HCl/dioxane was stirred at RT for 2 h. The volatiles were then removed under reduced pressure to give the title compound as an off-white solid that was used directly in the next step. MS (ES+) C22H27N3O4 requires: 397. Found: 398 (M+H+). Reactants: solution, C(C)(C)(C)OC(=O)N[C@@H](C(C)C)C(=O)N1[C@H](C(=O)OC)C[C@H](C1)OC1=NC=CC2=CC=C(C=C12)C=C (Methyl N-(tert-butoxycarbonyl)-L-valyl-(4R)-4-[(7-vinylisoquinolin-1-yl)oxy]-L-prolinate), Cl.O1CCOCC1 (HCl dioxane). Reaction SMILES: C(OC([NH:8][C@H:9]([C:13]([N:15]1[CH2:23][C@H:22]([O:24][C:25]2[C:34]3[C:29](=[CH:30][CH:31]=[C:32]([CH:35]=[CH2:36])[CH:33]=3)[CH:28]=[CH:27][N:26]=2)[CH2:21][C@H:16]1[C:17]([O:19][CH3:20])=[O:18])=[O:14])[CH:10]([CH3:12])[CH3:11])=O)(C)(C)C.[ClH:37].O1CCOCC1>>[ClH:37].[NH2:8][C@H:9]([C:13]([N:15]1[CH2:23][C@H:22]([O:24][C:25]2[C:34]3[C:29](=[CH:30][CH:31]=[C:32]([CH:35]=[CH2:36])[CH:33]=3)[CH:28]=[CH:27][N:26]=2)[CH2:21][C@H:16]1[C:17]([O:19][CH3:20])=[O:18])=[O:14])[CH:10]([CH3:12])[CH3:11] |f:1.2,3.4|. Product: Cl.N[C@@H](C(C)C)C(=O)N1[C@H](C(=O)OC)C[C@H](C1)OC1=NC=CC2=CC=C(C=C12)C=C (Methyl L-valyl-(4R)-4-[(7-vinylisoquinolin-1-yl)oxy]-L-prolinate hydrochloride). The reactants are c1(cn(nc1)C)Br, c1(c(c(cc(c1)C(OCS(Cc1cnccc1)(=O)=O)=O)OC)OC)OC. Reagents/catalysts: CCC(C)(C)[O-].[K+]   (KOtPn), c1ccc(cc1)-c2c3ccccc3cc4ccccc24 (9-Phenylanthracene), C(=O)(O)[O-].[K+]Â Â  (KHCO3), c1(c2c(P(c3ccccc3)c3ccccc3)ccc3c2cccc3)c(P(c2ccccc2)c2ccccc2)ccc2c1cccc2 (BINAP/Pd(allyl)2Cl2), C(C=C)[Pd]Cl.C(C=C)[Pd]Cl (Pd(allyl)2Cl2). The solvent is C1COCCO1 (Dioxane). Reaction conditions: temperature 130 celsius, time 18 hour. Yields the product C(c1cccnc1)c2cnc3ccccc3n2. As a reaction SMILES: C[n:1]1[n:4][cH:3][c:2](Br)c1.CO[c:5]1[c:10](OC)[c:9](OC)[cH:8][c:7](C(OCS([CH2:11][c:12]2[cH:17][n:16][cH:15][cH:14][cH:13]2)(=O)=O)=O)[cH:6]1>>[CH2:11]([c:2]1[n:1][c:9]([c:10]2[n:4][cH:3]1)[cH:8][cH:7][cH:6][cH:5]2)[c:12]3[cH:17][n:16][cH:15][cH:14][cH:13]3. Starting materials: C1(C=2C(C(N1)=O)=CC=CC2)=O.[K] (potassium phthalimide), ClCC1=NC(=NO1)C(C)C (5-(chloromethyl)-3-isopropyl-1,2,4-oxadiazole), O (water). Solvent: CN(C=O)C (N,N-dimethylformamide). Product: C(C)(C)C1=NOC(=N1)CN1C(C2=CC=CC=C2C1=O)=O (2-[(3-Isopropyl-1,2,4-oxadiazol-5-yl)methyl]-1H-isoindole-1,3(2H)-dione). RXN SMILES: [C:1]1(=[O:11])[NH:5][C:4](=[O:6])[C:3]2=[CH:7][CH:8]=[CH:9][CH:10]=[C:2]12.[K].Cl[CH2:14][C:15]1[O:19][N:18]=[C:17]([CH:20]([CH3:22])[CH3:21])[N:16]=1.O>CN(C)C=O>[CH:20]([C:17]1[N:16]=[C:15]([CH2:14][N:5]2[C:1](=[O:11])[C:2]3[C:3](=[CH:7][CH:8]=[CH:9][CH:10]=3)[C:4]2=[O:6])[O:19][N:18]=1)([CH3:22])[CH3:21] |f:0.1,^1:11|. Procedure: To a solution of potassium phthalimide (72 g, 0.39 mol) in dry N,N-dimethylformamide (300 mL) was added 5-(chloromethyl)-3-isopropyl-1,2,4-oxadiazole (50 g, 0.31 mol) gradually with stirring. The reaction mixture was maintained at ambient temperature for 2 h and then poured into cold water (1.2 L). The resulting yellow precipitate was collected by filtration, washed with water, and dried in the air to yield the title compound. The reactants are CC1=C(C=C(C=C1)C1C(CCCC1)=O)C(F)(F)F (2-(4-Methyl-3-trifluoromethyl-phenyl)-cyclohexanone), BrBr (bromine). Run in C(Cl)(Cl)Cl (chloroform), C(Cl)(Cl)Cl (chloroform). Product: BrC1CCCC(C1=O)C1=CC(=C(C=C1)C)C(F)(F)F (6-Bromo-2-(4-methyl-3-trifluoromethyl-phenyl)-cyclohexanone). Isolated yield 104.4%. RXN SMILES: [CH3:1][C:2]1[CH:7]=[CH:6][C:5]([CH:8]2[CH2:13][CH2:12][CH2:11][CH2:10][C:9]2=[O:14])=[CH:4][C:3]=1[C:15]([F:18])([F:17])[F:16].[Br:19]Br>C(Cl)(Cl)Cl>[Br:19][CH:10]1[C:9](=[O:14])[CH:8]([C:5]2[CH:6]=[CH:7][C:2]([CH3:1])=[C:3]([C:15]([F:16])([F:17])[F:18])[CH:4]=2)[CH2:13][CH2:12][CH2:11]1. Procedure: 2-(4-Methyl-3-trifluoromethyl-phenyl)-cyclohexanone (50 mg, 0.20 mmol) was dissolved in chloroform (1 mL). To this solution bromine (32.7 mg, 0.21 mmol) in chloroform (0.5 mL) was added drop wise at room temperature. The reaction was stirred for 1½ hours at room temperature. The solvent was removed under reduced pressure to yield the title compound (70 mg) which was used directly in the next step without further purification. Reactants: BrBr (Bromine), C1=CC=NC2=C3NS(C4=CC=CC=C4C3=CC=C12)(=O)=O (5H-6-thia-4,5-diaza-chrysene 6,6-dioxide), C(Cl)(Cl)Cl (chloroform). Run in O1CCOCC1.C(Cl)(Cl)Cl (1,4-dioxane chloroform). Run at time 2 hour. Yields the product BrC=1C=C2C3=CC=CC=C3S(NC2=C2N=CC=CC12)(=O)=O (12-Bromo-5H-6-thia-4,5-diaza-chrysene 6,6-dioxide). Isolated yield 64.6%. Reaction SMILES: [Br:1]Br.[CH:3]1[C:20]2[C:7](=[C:8]3[C:17](=[CH:18][CH:19]=2)[C:16]2[C:11](=[CH:12][CH:13]=[CH:14][CH:15]=2)[S:10](=[O:22])(=[O:21])[NH:9]3)[N:6]=[CH:5][CH:4]=1.C(Cl)(Cl)Cl>O1CCOCC1.C(Cl)(Cl)Cl>[Br:1][C:19]1[CH:18]=[C:17]2[C:8](=[C:7]3[C:20]=1[CH:3]=[CH:4][CH:5]=[N:6]3)[NH:9][S:10](=[O:21])(=[O:22])[C:11]1[C:16]2=[CH:15][CH:14]=[CH:13][CH:12]=1 |f:3.4|. Procedure: Bromine (170 μl, 3.30 mmol) was added dropwise to a solution of 5H-6-thia-4,5-diaza-chrysene 6,6-dioxide 184 (467 mg, 1.65 mmol) in 1,4-dioxane/chloroform (1:1, 124 ml) at 0° C. After 2 h, chloroform (30 ml) was added and the resulting precipitate was collected by filtration. The solid was triturated from MeOH to give the title compound (385 mg, 64%). Reactants: CC1=C(C=C(S1)C(C)=O)C1=CC=CC=C1 (1-(5-methyl-4-phenyl-thiophen-2-yl)-ethanone), CC=1C=C(C=O)C=C(C1O)C (3,5-dimethyl-4-hydroxybenzaldehyde). The solvent is C(C)O (ethanol), Cl (HCl), C(C)(C)O (isopropanol), O (water). Conditions: time 6 hour. Product: OC1=C(C=C(C=C1C)CCC(=O)C=1SC(=C(C1)C1=CC=CC=C1)C)C (3-(4-hydroxy-3,5-dimethyl-phenyl)-1-(5-methyl-4-phenyl-thiopen-2-yl)-propan-1-one). Yield: 52.9%. RXN SMILES: [CH3:1][C:2]1[S:6][C:5]([C:7](=[O:9])[CH3:8])=[CH:4][C:3]=1[C:10]1[CH:15]=[CH:14][CH:13]=[CH:12][CH:11]=1.[CH3:16][C:17]1[CH:18]=[C:19]([CH:22]=[C:23]([CH3:26])[C:24]=1[OH:25])[CH:20]=O>C(O)C.Cl.C(O)(C)C.O>[OH:25][C:24]1[C:23]([CH3:26])=[CH:22][C:19]([CH2:20][CH2:8][C:7]([C:5]2[S:6][C:2]([CH3:1])=[C:3]([C:10]3[CH:15]=[CH:14][CH:13]=[CH:12][CH:11]=3)[CH:4]=2)=[O:9])=[CH:18][C:17]=1[CH3:16]. Procedure: A solution of 1-(5-methyl-4-phenyl-thiophen-2-yl)-ethanone (419 mg, 1.94 mmol) and 3,5-dimethyl-4-hydroxybenzaldehyde (350 mg, 2.33 mmol) in ethanol (4 mL) and 5 N HCl in isopropanol (2 mL) is stirred at it for 1 h. The dark green solution is diluted with water and extracted with EA. The organic extract is evaporated, dissolved in ethanol (10 mL) and treated with Pd/C (60 mg, 10% Pd). The slurry is hydrogenated under 1.4 bar of H2 for 6 h. The mixture is filtered, the solvent is removed in vacuo... The reactants are C(C)(=O)Cl (Acetyl chloride), C[Si](C)(C)CO (trimethylsilylmethanol), ClC=1C=C(C=CC1)C(CNC(CC1=CC2=C(OC(O2)(C(=O)O)C(=O)O)C=C1)C)O (5-{2-[2-(3-chloro-phenyl)-2-hydroxy-ethylamino]-propyl}-benzo[1,3]dioxole-2,2-dicarboxylic acid). Run in C([O-])(O)=O.[Na+] (sodium bicarbonate). Run at time 0.5 hour. Product: C[Si](C)(C)C([Si](C)(C)C)OC(=O)C1(OC2=C(O1)C=CC(=C2)CC(C)NCC(O)C2=CC(=CC=C2)Cl)C(=O)O (5-{2-[2-(3-Chloro-phenyl)-2-hydroxy-ethylamino]-propyl}-benzo[1,3]dioxole-2,2-dicarboxylic acid bis-trimethylsilanylmethyl ester). The yield is 78.6%. RXN SMILES: C(Cl)(=O)C.[CH3:5][Si:6]([CH2:9][OH:10])([CH3:8])[CH3:7].[Cl:11][C:12]1[CH:13]=[C:14]([CH:18]([OH:39])[CH2:19][NH:20][CH:21]([CH3:38])[CH2:22][C:23]2[CH:37]=[CH:36][C:26]3[O:27][C:28]([C:33]([OH:35])=[O:34])([C:30](O)=[O:31])[O:29][C:25]=3[CH:24]=2)[CH:15]=[CH:16][CH:17]=1>C(=O)(O)[O-].[Na+]>[CH3:5][Si:6]([CH:9]([O:10][C:30]([C:28]1([C:33]([OH:35])=[O:34])[O:27][C:26]2[CH:36]=[CH:37][C:23]([CH2:22][CH:21]([NH:20][CH2:19][CH:18]([C:14]3[CH:15]=[CH:16][CH:17]=[C:12]([Cl:11])[CH:13]=3)[OH:39])[CH3:38])=[CH:24][C:25]=2[O:29]1)=[O:31])[Si:6]([CH3:8])([CH3:7])[CH3:5])([CH3:8])[CH3:7] |f:3.4|. Reported procedure: Acetyl chloride (0.59 g, 7.5 mmol) was added to trimethylsilylmethanol (4.03 g, 37.5 mmol) with stirring at room temperature. After 0.5 h, 5-{2-[2-(3-chloro-phenyl)-2-hydroxy-ethylamino]-propyl}-benzo[1,3]dioxole-2,2-dicarboxylic acid (1.05 g, 2.5 mmol) was added in portions. The resulting solution was stirred for 3 days, and then treated with 50 ml of 50% sodium bicarbonate solution, followed by extraction with ethyl acetate (50 ml). The organic extract was dried over anhydrous sodium sulfate, ...